Dataset: the Open Reaction Database (ORD), a public repository of structured organic reaction records. Task: describe an organic reaction: reactants, conditions, products, and yield The reactants are BrC[C@H]1CC[C@@H](O1)P(=O)(OCC)OCC (Trans-5-Bromomethyl-2-Diethoxyphosphinoyl-Tetrahydrofuran), NC1=NC(=C2NC=NC2=N1)Cl (2-amino-6-chloropurine), C([O-])([O-])=O.[Cs+].[Cs+] (cesium carbonate). The solvent is CN(C)C=O (DMF). Conditions: temperature 90 celsius, time 6 hour. Yields the product NC1=NC(=C2N=CN(C2=N1)C[C@H]1CC[C@@H](O1)P(=O)(OCC)OCC)Cl ((±)-Trans-5-(2'-Amino-6'-Chloropurin-9-ylmethyl)-2-Diethoxyphosphinoyl-Tetrahydrofuran), foam. The yield is 56.0%. Reaction SMILES: Br[CH2:2][C@@H:3]1[O:7][C@@H:6]([P:8]([O:13][CH2:14][CH3:15])([O:10][CH2:11][CH3:12])=[O:9])[CH2:5][CH2:4]1.[NH2:16][C:17]1[N:25]=[C:24]2[C:20]([NH:21][CH:22]=[N:23]2)=[C:19]([Cl:26])[N:18]=1.C(=O)([O-])[O-].[Cs+].[Cs+]>CN(C=O)C>[NH2:16][C:17]1[N:25]=[C:24]2[C:20]([N:21]=[CH:22][N:23]2[CH2:2][C@@H:3]2[O:7][C@@H:6]([P:8]([O:13][CH2:14][CH3:15])([O:10][CH2:11][CH3:12])=[O:9])[CH2:5][CH2:4]2)=[C:19]([Cl:26])[N:18]=1 |f:2.3.4|. Reported procedure: A mixture of (±)-trans-5-bromomethyl-2-diethoxyphosphinoyl-tetrahydrofuran (example 66) (529 mg, 1.76 mmol), 2-amino-6-chloropurine (358 mg, 2.11 mmol) and cesium carbonate (860 mg, 2.64 mmol) in dry DMF (2 mL) was stirred at 90° C. for 6 h. The mixture was then cooled and filtered. Concentration of the filtrate gave a residue which was purified by chromatography eluting with 2→5% MeOH in methylene chloride. The desired product was obtained a foam (384 mg, 56%). The reactants are CCOC(=O)c1ccc2ccccc2c1, CCO, NN, O. Yields the product NNC(=O)c1ccc2ccccc2c1. Reaction SMILES: [CH2:1]([O:3][C:4](=[O:2])[c:6]1[cH:7][c:8]2[cH:9][cH:10][cH:11][cH:12][c:13]2[cH:14][cH:15]1)[CH3:5].[CH3:19][CH2:20][OH:21].[NH2:17][NH2:18].[OH2:16]>>[O:3]=[C:4]([c:6]1[cH:7][c:8]2[cH:9][cH:10][cH:11][cH:12][c:13]2[cH:14][cH:15]1)[NH:17][NH2:18]. Reactants: NC1=C(C(=O)NC2=CC=NC=C2)C=C(C=N1)Br (2-amino-5-bromo-N-pyridin-4-yl-nicotinamide), C(C)OC(=O)C=1C=C(C=CC1)B(O)O (3-ethoxycarbonyl-phenylboronic acid). Product: C(C)OC(C1=CC(=CC=C1)C=1C=NC(=C(C1)C(NC1=CC=NC=C1)=O)N)=O (3-[6-Amino-5-(pyridin-4-ylcarbamoyl)-pyridin-3-yl]-benzoic acid ethyl ester). Reaction SMILES: [NH2:1][C:2]1[N:16]=[CH:15][C:14](Br)=[CH:13][C:3]=1[C:4]([NH:6][C:7]1[CH:12]=[CH:11][N:10]=[CH:9][CH:8]=1)=[O:5].[CH2:18]([O:20][C:21]([C:23]1[CH:24]=[C:25](B(O)O)[CH:26]=[CH:27][CH:28]=1)=[O:22])[CH3:19]>>[CH2:18]([O:20][C:21](=[O:22])[C:23]1[CH:24]=[CH:25][CH:26]=[C:27]([C:14]2[CH:15]=[N:16][C:2]([NH2:1])=[C:3]([C:4](=[O:5])[NH:6][C:7]3[CH:12]=[CH:11][N:10]=[CH:9][CH:8]=3)[CH:13]=2)[CH:28]=1)[CH3:19]. Procedure details: Reaction of 2-amino-5-bromo-N-pyridin-4-yl-nicotinamide with 3-ethoxycarbonyl-phenylboronic acid gives “A67”; method 1: HPLC/MS: 1.48 min, [M+H]=363; Reactants: C(CCC)[Li] (n-butyl lithium), C(C=C)Br (allyl bromide), C(C)(C)NC(C)C (diisopropylamine), C1=CC=CC=2C(C3=C(CCC21)C=CC=C3)C#N (10,11-dihydro-5H-dibenzo[a,d]cyclohepten-5-nitrile), Cl (HCl). The solvent is CCCCCC (hexane), C1CCOC1 (THF), C1CCOC1 (THF). Conditions: temperature 0 celsius, time 10 minute. The product is C(C=C)C1(C2=C(CCC3=C1C=CC=C3)C=CC=C2)C#N (10,11-dihydro-5-(2-propenyl)-5H-dibenzo[a,d]cyclohepten-5-nitrile). Yield: 100.0%. RXN SMILES: [CH:1](NC(C)C)([CH3:3])[CH3:2].C([Li])CCC.[CH:13]1[C:23]2[CH2:22][CH2:21][C:20]3[CH:24]=[CH:25][CH:26]=[CH:27][C:19]=3[CH:18]([C:28]#[N:29])[C:17]=2[CH:16]=[CH:15][CH:14]=1.C(Br)C=C.Cl>C1COCC1.CCCCCC>[CH2:3]([C:18]1([C:28]#[N:29])[C:19]2[CH:27]=[CH:26][CH:25]=[CH:24][C:20]=2[CH2:21][CH2:22][C:23]2[CH:13]=[CH:14][CH:15]=[CH:16][C:17]1=2)[CH:1]=[CH2:2]. Procedure: Dissolved diisopropylamine (11.07 g, 0.109 mol) in 150 mL of dry THF and cooled to 0° C. under a nitrogen atmosphere. Added 40.1 mL (0.100 mol) of 2.5M n-butyl lithium in hexane dropwise via addition funnel. Stirred at 0° C. for 10 mins then cooled to -78° C. Added 10,11-dihydro-5H-dibenzo[a,d]cyclohepten-5-nitrile (20.00 g, 0.0912 mol) dissolved in 100 mL of dry THF dropwise via addition funnel. Stirred at -78° C. for 45 mins. Added allyl bromide (14.34 g, 0.119 mol) via syringe, and allowed re... Starting materials: COC1=C(C=CC=C1)NC(CC(=O)O)=O (3-(2-Methoxyphenylamino)-3-oxopropanoic acid), CC(C(=O)O)C(NC1=CC=CC=C1)=O (2-Methyl-3-oxo-3-(phenylamino)propanoic acid), FC=1C=C(C=CC1OC1=C2C(=NC=C1)C=C(S2)C=2N(C=CN2)C)N (3-Fluoro-4-(2-(1-methyl-1H-imidazol-2-yl)thieno[3,2-b]pyridin-7-yloxy)benzenamine), FC=1C=C(C=CC1OC1=C2C(=NC=C1)C=C(S2)C=2N(C=CN2)C)NC(CC(=O)NC2=C(C=CC=C2)OC)=O (N1-(3-Fluoro-4-(2-(1-methyl-1H-imidazol-2-yl)thieno[3,2-b]pyridin-7-yloxy)phenyl)-N3-(2-methoxyphenyl)malonamide). Product: FC=1C=C(C=CC1OC1=C2C(=NC=C1)C=C(S2)C=2N(C=CN2)C)NC(C(C(=O)NC2=CC=CC=C2)C)=O (N1-(3-Fluoro-4-(2-(1-methyl-1H-imidazol-2-yl)thieno[3,2-b]pyridin-7-yloxy)phenyl)-2-methyl-N3-phenylmalonamide), solid. Isolated yield 20.0%. RXN SMILES: [F:1][C:2]1[CH:3]=[C:4]([NH2:24])[CH:5]=[CH:6][C:7]=1[O:8][C:9]1[CH:14]=[CH:13][N:12]=[C:11]2[CH:15]=[C:16]([C:18]3[N:19]([CH3:23])[CH:20]=[CH:21][N:22]=3)[S:17][C:10]=12.FC1C=C(NC(=O)CC(NC2C=CC=CC=2OC)=O)C=CC=1OC1C=CN=C2C=C(C3N(C)C=CN=3)SC=12.COC1C=CC=CC=1NC(=O)CC(O)=O.[CH3:78][CH:79]([C:83](=[O:91])[NH:84][C:85]1[CH:90]=[CH:89][CH:88]=[CH:87][CH:86]=1)[C:80](O)=[O:81]>>[F:1][C:2]1[CH:3]=[C:4]([NH:24][C:80](=[O:81])[CH:79]([CH3:78])[C:83]([NH:84][C:85]2[CH:86]=[CH:87][CH:88]=[CH:89][CH:90]=2)=[O:91])[CH:5]=[CH:6][C:7]=1[O:8][C:9]1[CH:14]=[CH:13][N:12]=[C:11]2[CH:15]=[C:16]([C:18]3[N:19]([CH3:23])[CH:20]=[CH:21][N:22]=3)[S:17][C:10]=12. Procedure details: Starting from the amine 9 and following the procedure described above for compound 28a (example 8, step 2) but substituting acid 27 for the acid 37, title compound 38 was obtained as a white solid (20% yield). 1H NMR (d6-DMSO) δ (ppm): 10.99 (s, 1H), 10.51 (s, 1H), 8.64 (d. 1H), 8.25 (s, 1H), 7.94 (s, 1H), 7.80 (s, 1H), 7.65 (d, 2H) 7.57-7.48 (m, 2H), 7.28 (t, 2H), 7.03 (t, 1H), 6.88 (d, 1H), 4.08 (s, 3H), 1.18 (s, 3H). MS (m/z): 516.1 (M+H).